describe an organic reaction: reactants, conditions, products, and yield From a dataset of the Open Reaction Database (ORD), a public repository of structured organic reaction records. Reaction SMILES: C1(C(C2C=CC=CC=2)(C2C=CC=CC=2)[N:8]2[CH:12]=[C:11]([CH2:13][CH2:14][OH:15])[N:10]=[CH:9]2)C=CC=CC=1.ClC(Cl)(Cl)C(=N)O[C:32]([CH3:35])([CH3:34])[CH3:33].B(F)(F)F.CCOCC>C1CCCCC1.ClCCl>[NH:8]1[CH:12]=[C:11]([CH2:13][CH2:14][O:15][C:32]([CH3:35])([CH3:34])[CH3:33])[N:10]=[CH:9]1 |f:2.3|. Product: N1C=NC(=C1)CCOC(C)(C)C (1,1-Dimethylethyl 2-(1H-imidazol-4-yl)ethyl ether). Procedure details: 2 mmol of 2-(1-triphenylmethyl-1H-imidazol-4-yl)ethanol and 4 mmol of tert-butyl trichloroacetimidate are dissolved in 4 ml of cyclohexane and 2 ml of dichloromethane. After the addition of 120 μl of boron trifluoride etherate, the solution is stirred at 60-70° C. for 18 hours. Filtration of the reaction mixture and evaporation of the solvent are followed by a detritylation in 2 ml of ethanol, 2 ml of acetone and 15 ml of 2N HCl at 70° C. The ethanol and acetone are removed under reduced pressur... Run at temperature 65 celsius, time 18 hour. The solvent is ClCCl (dichloromethane), C1CCCCC1 (cyclohexane). Starting materials: C1(=CC=CC=C1)C(N1C=NC(=C1)CCO)(C1=CC=CC=C1)C1=CC=CC=C1 (2-(1-triphenylmethyl-1H-imidazol-4-yl)ethanol), ClC(C(OC(C)(C)C)=N)(Cl)Cl (tert-butyl trichloroacetimidate), B(F)(F)F.CCOCC (boron trifluoride etherate). Reactants: C1(=CC=CC=C1)O (phenol), [H-].[Na+] (sodium hydride), FC1=CC=C(C=C1)C=1C(N(N(C1C1=NC(=NC=C1)S(=O)(=O)C)C)C)=O (4-(4-fluorophenyl)-1,2-dimethyl-5-(2-methanesulfonyl-pyrimidin-4-yl)-1,2-dihydropyrazol-3-one). Run in C1CCOC1 (THF), C1CCOC1 (THF). Run at time 10 minute. The product is FC1=CC=C(C=C1)C=1C(N(N(C1C1=NC(=NC=C1)OC1=CC=CC=C1)C)C)=O (4-(4-fluorophenyl)-1,2-dimethyl-5-(2-phenoxypyrimidin-4-yl)-1,2-dihydropyrazol-3-one). RXN SMILES: [C:1]1([OH:7])[CH:6]=[CH:5][CH:4]=[CH:3][CH:2]=1.[H-].[Na+].[F:10][C:11]1[CH:16]=[CH:15][C:14]([C:17]2[C:18](=[O:34])[N:19]([CH3:33])[N:20]([CH3:32])[C:21]=2[C:22]2[CH:27]=[CH:26][N:25]=[C:24](S(C)(=O)=O)[N:23]=2)=[CH:13][CH:12]=1>C1COCC1>[F:10][C:11]1[CH:16]=[CH:15][C:14]([C:17]2[C:18](=[O:34])[N:19]([CH3:33])[N:20]([CH3:32])[C:21]=2[C:22]2[CH:27]=[CH:26][N:25]=[C:24]([O:7][C:1]3[CH:6]=[CH:5][CH:4]=[CH:3][CH:2]=3)[N:23]=2)=[CH:13][CH:12]=1 |f:1.2|. Procedure: To a solution of phenol (0.12 g, 1.29 mmol) in THF (5 mL) is added sodium hydride (0.04 g, 1.08 mmol). After stirring at room temperature for 10 min, a solution of 4-(4-fluorophenyl)-1,2-dimethyl-5-(2-methanesulfonyl-pyrimidin-4-yl)-1,2-dihydropyrazol-3-one, 30, (0.20 g, 0.55 mmol) in THF (5 mL) is added to the reaction mixture. The mixture is stirred at room temperature for 4 hours. The reaction is then quenched with H2O and diluted with EtOAc. The organic phase is washed with 1N NaOH (×2), dri... The reactants are S(=O)(=O)([O-])S(=O)[O-].[Na+].[Na+] (sodium metabisulfite), C(C)(=O)O (acetic acid), CSC(C)C=1C=NC(=CC1)C(F)(F)F (3-[1-(methylthio)ethyl]-6-(trifluoromethyl)pyridine), N#CN (cyanamide), [O-]Cl.[Na+] (NaOCl). Solvent: C(C)#N (acetonitrile). Reaction conditions: temperature -5 celsius, time 45 minute. The product is FC(C1=CC=C(C=N1)C(C)S(=NC#N)C)(F)F ((1-{6-[trifluoromethyl]pyridin-3-yl}ethyl)(methyl)-λ4-sulfanylidenecyanamide). Reaction SMILES: [CH3:1][S:2][CH:3]([C:5]1[CH:6]=[N:7][C:8]([C:11]([F:14])([F:13])[F:12])=[CH:9][CH:10]=1)[CH3:4].[N:15]#[C:16][NH2:17].[O-]Cl.[Na+].S(S([O-])=O)([O-])(=O)=O.[Na+].[Na+].C(O)(=O)C>C(#N)C>[F:12][C:11]([F:14])([F:13])[C:8]1[N:7]=[CH:6][C:5]([CH:3]([S:2]([CH3:1])=[N:17][C:16]#[N:15])[CH3:4])=[CH:10][CH:9]=1 |f:2.3,4.5.6|. Procedure: A solution of 22.1 g (0.1 mol) of 3-[1-(methylthio)ethyl]-6-(trifluoromethyl)pyridine and 5.04 g (0.12 mol) of cyanamide in 150 mL of acetonitrile was cooled to −5° C. To this solution was added 150 g (0.115 mol, Clorox™ 5.7% wt) of aqueous NaOCl dropwise over 15 min. The reaction mixture was allowed to stir at −5° C. for 45 min, and then allowed to warm to 5° C. To the mixture was added 5 mL of 25% aq sodium metabisulfite and the two phase mixture was allowed to settle. To the organic phase was... Reactants: CC(=O)Nc1nc2ccc(Oc3cc(N(C(=O)[O-])C(C)(C)C)ccc3F)nc2s1, O=C(O)C(F)(F)F. Product: CC(=O)Nc1nc2ccc(Oc3cc(N)ccc3F)nc2s1. Reaction SMILES: [C:1]([N:5]([C:2](=[O:3])[O-:4])[c:9]1[cH:10][c:11]([O:16][c:17]2[cH:18][cH:19][c:20]3[c:21]([n:22]2)[s:23][c:24]([NH:26][C:27]([CH3:28])=[O:29])[n:25]3)[c:12]([F:15])[cH:13][cH:14]1)([CH3:6])([CH3:7])[CH3:8].[OH:30][C:31]([C:32]([F:33])([F:34])[F:35])=[O:36]>>[NH2:5][c:9]1[cH:10][c:11]([O:16][c:17]2[cH:18][cH:19][c:20]3[c:21]([n:22]2)[s:23][c:24]([NH:26][C:27]([CH3:28])=[O:29])[n:25]3)[c:12]([F:15])[cH:13][cH:14]1. Starting materials: O=C([O-])[O-], CS(C)=O, ClCCl, Cl, N#Cc1ccc(F)c2ccccc12, [K+], [K+], C1CCONC1, O. The product is N#Cc1ccc(N2CCCCO2)c2ccccc12. As a reaction SMILES: [C:24](=[O:25])([O-:26])[O-:27].[CH3:31][S:32]([CH3:33])=[O:34].[Cl:8][CH2:9][Cl:10].[ClH:1].[F:11][c:12]1[cH:13][cH:14][c:15]([C:22]#[N:23])[c:16]2[cH:17][cH:18][cH:19][cH:20][c:21]12.[K+:28].[K+:29].[O:2]1[NH:3][CH2:4][CH2:5][CH2:6][CH2:7]1.[OH2:30]>>[O:2]1[N:3]([c:12]2[cH:13][cH:14][c:15]([C:22]#[N:23])[c:16]3[cH:17][cH:18][cH:19][cH:20][c:21]23)[CH2:4][CH2:5][CH2:6][CH2:7]1.